From a dataset of the Open Reaction Database (ORD), a public repository of structured organic reaction records. describe an organic reaction: reactants, conditions, products, and yield Reactants: ClC1=C(C=C(C=C1)[N+](=O)[O-])NN (2-chloro-5-nitrophenylhydrazine), C1CCOC1 (THF), Cl (hydrochloride), ClC1=C(N)C=C(C=C1)[N+](=O)[O-] (2-chloro-5-nitroaniline). Yields the product C(CCC)C=1NC(N(N1)C1=C(C=CC(=C1)[N+](=O)[O-])Cl)=O (5-n-Butyl-2-(2-chloro-5-nitrophenyl)-2,4-dihydro-3H-1,2,4-triazol-3-one). Yield: 19.0%. Reaction SMILES: [Cl:1][C:2]1[CH:7]=[CH:6][C:5]([N+:8]([O-:10])=[O:9])=[CH:4][C:3]=1[NH:11][NH2:12].Cl.Cl[C:15]1[CH:21]=[CH:20][C:19]([N+:22]([O-])=O)=C[C:16]=1N.C1C[O:28][CH2:27]C1>>[CH2:20]([C:19]1[NH:22][C:27](=[O:28])[N:11]([C:3]2[CH:4]=[C:5]([N+:8]([O-:10])=[O:9])[CH:6]=[CH:7][C:2]=2[Cl:1])[N:12]=1)[CH2:21][CH2:15][CH3:16]. Procedure: By the procedure of Example 4, Step C, 2-chloro-5-nitrophenylhydrazine [generated from the hydrochloride, which was prepared from 2-chloro-5-nitroaniline according to H. Stroh and G. Westphal, Chem. Ber. 96, 184 (1963), by partitioning between ether and 1N sodium carbonate] was reacted with ethyl N-carbethoxyvalerimidate (from Example 4, Step B). Enough THF was added to the reaction mixture to ensure dissolution of all starting material. After work-up, the residue was purified by flash chromatog... Product: [N+](=O)([O-])C=1C=CC2=C(C(=NCC=3N2C=CC(N3)=O)C3=C(C=CC=C3)Cl)C1 (9-nitro-7-(o-chlorophenyl)pyrimido[1,2-a][1,4]benzodiazepin-3(5H)-one). Procedure: In the manner given in Example 32, 1-carbomethoxy-9-nitro-7-(o-chlorophenyl)pyrimido[1,2-a][1,4]benzodiazepin3(5H)-one was heated in pyridine with lithium iodide to give 9-nitro-7-(o-chlorophenyl)pyrimido[1,2-a][1,4]benzodiazepin-3(5H)-one. Reactants: [I-].[Li+] (lithium iodide), C(=O)(OC)C1=CC(N=C2N1C1=C(C(=NC2)C2=C(C=CC=C2)Cl)C=C(C=C1)[N+](=O)[O-])=O (1-carbomethoxy-9-nitro-7-(o-chlorophenyl)pyrimido[1,2-a][1,4]benzodiazepin3(5H)-one). Reaction SMILES: C([C:5]1[N:10]2[C:11]3[CH:26]=[CH:25][C:24]([N+:27]([O-:29])=[O:28])=[CH:23][C:12]=3[C:13]([C:16]3[CH:21]=[CH:20][CH:19]=[CH:18][C:17]=3[Cl:22])=[N:14][CH2:15][C:9]2=[N:8][C:7](=[O:30])[CH:6]=1)(OC)=O.[I-].[Li+]>N1C=CC=CC=1>[N+:27]([C:24]1[CH:25]=[CH:26][C:11]2[N:10]3[CH:5]=[CH:6][C:7](=[O:30])[N:8]=[C:9]3[CH2:15][N:14]=[C:13]([C:16]3[CH:21]=[CH:20][CH:19]=[CH:18][C:17]=3[Cl:22])[C:12]=2[CH:23]=1)([O-:29])=[O:28] |f:1.2|. Solvent: N1=CC=CC=C1 (pyridine). Reactants: O=C([O-])[O-], CCc1nc2ccccc2[nH]1, Clc1nc(N2CCOCC2)c2nc(CN3CC(C4CCOCC4)C3)sc2n1, [Cs+], [Cs+], C1COCCO1, O=C(C=Cc1ccccc1)C=Cc1ccccc1, O=C(C=Cc1ccccc1)C=Cc1ccccc1, O=C(C=Cc1ccccc1)C=Cc1ccccc1, [Pd], [Pd]. The product is CCc1nc2ccccc2n1-c1nc(N2CCOCC2)c2nc(CN3CC(C4CCOCC4)C3)sc2n1. As a reaction SMILES: [C:39](=[O:40])([O-:41])[O-:42].[CH2:28]([CH3:29])[c:30]1[nH:31][c:32]2[c:33]([n:34]1)[cH:35][cH:36][cH:37][cH:38]2.[Cl:1][c:2]1[n:3][c:4]([N:22]2[CH2:23][CH2:24][O:25][CH2:26][CH2:27]2)[c:5]2[c:6]([n:7]1)[s:8][c:9]([CH2:11][N:12]1[CH2:13][CH:14]([CH:16]3[CH2:17][CH2:18][O:19][CH2:20][CH2:21]3)[CH2:15]1)[n:10]2.[Cs+:43].[Cs+:44].[O:45]1[CH2:46][CH2:47][O:48][CH2:49][CH2:50]1.[O:53]=[C:54]([CH:55]=[CH:56][c:57]1[cH:58][cH:59][cH:60][cH:61][cH:62]1)[CH:63]=[CH:64][c:65]1[cH:66][cH:67][cH:68][cH:69][cH:70]1.[O:71]=[C:72]([CH:73]=[CH:74][c:75]1[cH:76][cH:77][cH:78][cH:79][cH:80]1)[CH:81]=[CH:82][c:83]1[cH:84][cH:85][cH:86][cH:87][cH:88]1.[O:89]=[C:90]([CH:91]=[CH:92][c:93]1[cH:94][cH:95][cH:96][cH:97][cH:98]1)[CH:99]=[CH:100][c:101]1[cH:102][cH:103][cH:104][cH:105][cH:106]1.[Pd:51].[Pd:52]>>[c:2]1(-[n:31]2[c:30]([CH2:28][CH3:29])[n:34][c:33]3[c:32]2[cH:38][cH:37][cH:36][cH:35]3)[n:3][c:4]([N:22]2[CH2:23][CH2:24][O:25][CH2:26][CH2:27]2)[c:5]2[c:6]([n:7]1)[s:8][c:9]([CH2:11][N:12]1[CH2:13][CH:14]([CH:16]3[CH2:17][CH2:18][O:19][CH2:20][CH2:21]3)[CH2:15]1)[n:10]2. Starting materials: O=C([O-])[O-], CCc1cc(C)cc(CC)c1CC(=O)Cl, CC#N, CCOC(=O)C(C)=NNC, [K+], [K+]. Product: CCOC(=O)C(C)=NN(C)C(=O)Cc1c(CC)cc(C)cc1CC. As a reaction SMILES: [C:1](=[O:2])([O-:3])[O-:4].[CH2:17]([CH3:18])[c:19]1[c:20]([CH2:28][C:29](=[O:30])[Cl:31])[c:21]([CH2:26][CH3:27])[cH:22][c:23]([CH3:25])[cH:24]1.[CH3:32][C:33]#[N:34].[CH3:7][NH:8][N:9]=[C:10]([C:11](=[O:12])[O:13][CH2:14][CH3:15])[CH3:16].[K+:5].[K+:6]>>[CH3:7][N:8]([N:9]=[C:10]([C:11](=[O:12])[O:13][CH2:14][CH3:15])[CH3:16])[C:29]([CH2:28][c:20]1[c:19]([CH2:17][CH3:18])[cH:24][c:23]([CH3:25])[cH:22][c:21]1[CH2:26][CH3:27])=[O:30]. Reactants: OC1=CC=NN1C1=NC=CC(=C1)C#N (2-(5-hydroxy-1H-pyrazol-1-yl)pyridine-4-carbonitrile), ClC=1C=C(C=CC1Cl)CO ((3,4-dichlorophenyl)methanol). The product is ClC=1C=C(C=CC1Cl)COC1=CC=NN1C1=NC=CC(=C1)C#N (2-[5-[(3,4-dichlorophenyl)methoxy]pyrazol-1-yl]pyridine-4-carbonitrile). RXN SMILES: [OH:1][C:2]1[N:6]([C:7]2[CH:12]=[C:11]([C:13]#[N:14])[CH:10]=[CH:9][N:8]=2)[N:5]=[CH:4][CH:3]=1.[Cl:15][C:16]1[CH:17]=[C:18]([CH2:23]O)[CH:19]=[CH:20][C:21]=1[Cl:22]>>[Cl:15][C:16]1[CH:17]=[C:18]([CH2:23][O:1][C:2]2[N:6]([C:7]3[CH:12]=[C:11]([C:13]#[N:14])[CH:10]=[CH:9][N:8]=3)[N:5]=[CH:4][CH:3]=2)[CH:19]=[CH:20][C:21]=1[Cl:22]. Procedure: The title compound was prepared from 2-(5-hydroxy-1H-pyrazol-1-yl)pyridine-4-carbonitrile and (3,4-dichlorophenyl)methanol according to the procedure for the preparation of Example 39, part C. 1H NMR (400 MHz, CDCl3): δ 5.12 (2H, s), 5.66 (1H, d, J=1.6 Hz), 7.20 (1H, d, J=2.0 Hz), 7.35 (1H, dd, J=1.2, 5.2 Hz), 7.40 (1H, d, J=8.0 Hz), 7.52 (2H, m), 7.98 (1H, s), 8.64 (1H, d, J=4.8 Hz). [M+H] Calc'd for C16H10C12N4O, 345. Found, 345. Reactants: C1CCOC1, CO, [Li+], [OH-], COC(=O)C1CC(c2ccccc2)CN(C(=O)NC(C)c2ccccc2)C1. Yields the product CC(NC(=O)N1CC(C(=O)O)CC(c2ccccc2)C1)c1ccccc1. Reaction SMILES: [CH2:30]1[O:31][CH2:32][CH2:33][CH2:34]1.[CH3:35][OH:36].[Li+:29].[OH-:28].[c:1]1([CH:7]([CH3:8])[NH:9][C:10](=[O:11])[N:12]2[CH2:13][CH:14]([C:24](=[O:25])[O:26][CH3:27])[CH2:15][CH:16]([c:18]3[cH:19][cH:20][cH:21][cH:22][cH:23]3)[CH2:17]2)[cH:2][cH:3][cH:4][cH:5][cH:6]1>>[c:1]1([CH:7]([CH3:8])[NH:9][C:10](=[O:11])[N:12]2[CH2:13][CH:14]([C:24](=[O:25])[OH:26])[CH2:15][CH:16]([c:18]3[cH:19][cH:20][cH:21][cH:22][cH:23]3)[CH2:17]2)[cH:2][cH:3][cH:4][cH:5][cH:6]1.